From a dataset of the Open Reaction Database (ORD), a public repository of structured organic reaction records. describe an organic reaction: reactants, conditions, products, and yield Starting materials: Cn1cc(-c2ccc(C(=O)OC(C)(C)C)nc2)cn1, ClCCl, O=C(O)C(F)(F)F. Yields the product Cn1cc(-c2ccc(C(=O)O)nc2)cn1. As a reaction SMILES: [CH3:8][n:9]1[n:10][cH:11][c:12](-[c:14]2[cH:15][cH:16][c:17]([C:20](=[O:21])[O:22][C:23]([CH3:24])([CH3:25])[CH3:26])[n:18][cH:19]2)[cH:13]1.[Cl:27][CH2:28][Cl:29].[F:1][C:2]([F:3])([F:4])[C:5]([OH:6])=[O:7]>>[CH3:8][n:9]1[n:10][cH:11][c:12](-[c:14]2[cH:15][cH:16][c:17]([C:20](=[O:21])[OH:22])[n:18][cH:19]2)[cH:13]1. Isolated yield 94.0%. Conditions: temperature 40 celsius. The product is C(C1CO1)OCCCCOC=C (vinyloxybutyl glycidyl ether). Reaction SMILES: [CH:1]([O:3][CH2:4][CH2:5][CH2:6][CH2:7][OH:8])=[CH2:2].[OH-].[Na+].[CH2:11]([CH:13]1[O:15][CH2:14]1)Cl.[Cl-].[Na+]>>[CH2:11]([O:8][CH2:7][CH2:6][CH2:5][CH2:4][O:3][CH:1]=[CH2:2])[CH:13]1[O:15][CH2:14]1 |f:1.2,4.5|. Reactants: [Cl-].[Na+] (sodium chloride), C(=C)OCCCCO (4-hydroxybutyl vinyl ether), [OH-].[Na+] (sodium hydroxide), C(Cl)C1CO1 (epichlorohydrin). Procedure details: 1,000 g (8.61 mol) of 4-hydroxybutyl vinyl ether (HBVE manufactured by Maruzen Petrochemical) and 448 g (11.2 mol) of sodium hydroxide were charged in a 3 L cylindrical flask equipped with a stirrer, a thermometer and a dropping funnel. The temperature was raised to 40° C. under stirring, 1,243 g (13.4 mol) of epichlorohydrin was then gradually added, and a reaction was conducted under controlling to 40° C. to 60° C. At after 8 hours of the reaction, the sodium chloride generated by the reaction... The reactants are ClC1=CC=CC=2C(OC(N(C21)C)=O)=O (8-chloro-1-methyl-2H-3,1-benzoxazine-2,4(1H)-dione), C(=O)(OC(C)(C)C)NCCN (N-Boc-ethylenediamine). Yields the product C(C)(C)(C)OC(NCCNC(C1=C(C(=CC=C1)Cl)N)=O)=O ([2-(2-amino-3-chloro-benzoylamino)-ethyl]-carbamic acid tert-butyl ester). The yield is 84.0%. RXN SMILES: [Cl:1][C:2]1[C:11]2[N:10](C)C(=O)O[C:7](=[O:14])[C:6]=2[CH:5]=[CH:4][CH:3]=1.[C:15]([NH:22][CH2:23][CH2:24][NH2:25])([O:17][C:18]([CH3:21])([CH3:20])[CH3:19])=[O:16]>>[C:18]([O:17][C:15](=[O:16])[NH:22][CH2:23][CH2:24][NH:25][C:7](=[O:14])[C:6]1[CH:5]=[CH:4][CH:3]=[C:2]([Cl:1])[C:11]=1[NH2:10])([CH3:21])([CH3:19])[CH3:20]. Procedure details: Starting from 8-chloro-1-methyl-2H-3,1-benzoxazine-2,4(1H)-dione and N-Boc-ethylenediamine and using Procedure S, the title intermediate was obtained as a colourless solid (264 mg; 84% yield). Reactants: ClC1=C/C(/NC2=CC=CC=C12)=C/1\C(=NNC1=O)C ((Z)-4-(4-chloroquinolin-2(1H)-ylidene)-3-methyl-1H-pyrazol-5(4H)-one), SC1=NC=C(C(=O)O)C=C1 (6-mercaptonicotinic acid), C19H14N4O3S. Product: CC/1=NNC(\C1=C\1/NC2=CC=CC=C2C(=C1)SC1=NC=C(C(=O)O)C=C1)=O ((Z)-6-(2-(3-methyl-5-oxo-1H-pyrazol-4(5H)-ylidene)-1,2-dihydroquinolin-4-ylthio)nicotinic Acid). As a reaction SMILES: Cl[C:2]1[C:11]2[C:6](=[CH:7][CH:8]=[CH:9][CH:10]=2)[NH:5]/[C:4](=[C:12]2/[C:13]([CH3:18])=[N:14][NH:15][C:16]/2=[O:17])/[CH:3]=1.[SH:19][C:20]1[CH:28]=[CH:27][C:23]([C:24]([OH:26])=[O:25])=[CH:22][N:21]=1>>[CH3:18][C:13]1=[N:14][NH:15][C:16](=[O:17])/[C:12]/1=[C:4]1\[NH:5][C:6]2[C:11]([C:2]([S:19][C:20]3[CH:28]=[CH:27][C:23]([C:24]([OH:26])=[O:25])=[CH:22][N:21]=3)=[CH:3]\1)=[CH:10][CH:9]=[CH:8][CH:7]=2. Procedure details: The title compound was prepared from (Z)-4-(4-chloroquinolin-2(1H)-ylidene)-3-methyl-1H-pyrazol-5(4H)-one and 6-mercaptonicotinic acid using the procedure described in Example 6. 1H NMR (400 MHz, DMSO-D6) δ ppm 2.49 (s, 3H) 7.30 (s, 1H) 7.50 (t, J=7.58 Hz, 1H) 7.72-7.82 (m, 1H) 7.99 (t, J=9.09 Hz, 2H) 8.11 (dd, J=8.34, 1.77 Hz, 1H) 8.17 (s, 1H) 8.88 (d, J=1.52 Hz, 1H); ESI-MS: m/z calc'd for C19H14N4O3S 378.08. found 379.2 (M+H)+. Conditions: time 2 hour. Reaction SMILES: [CH2:1]([O:3][C:4]1[CH:9]=[CH:8][CH:7]=[CH:6][CH:5]=1)[CH3:2].[C:10]([O:13]O)(=[O:12])[CH3:11]>>[CH2:1]([O:3][C:4]1[CH:9]=[CH:8][C:7]([OH:12])=[CH:6][CH:5]=1)[CH3:2].[CH2:1]([O:3][C:4]1[C:10](=[CH:11][CH:7]=[CH:6][CH:5]=1)[OH:13])[CH3:2]. The product is C(C)OC1=CC=C(O)C=C1 (hydroquinone ethyl ether), C(C)OC=1C(O)=CC=CC1 (pyrocatechol monoethyl ether). The reactants are C(C)OC1=CC=CC=C1 (phenyl ethyl ether), C(C)OC1=CC=CC=C1 (phenyl ethyl ether), C(C)(=O)OO (peracetic acid). Procedure: The procedure of Example 18 was followed, except the reaction was carried out for two hours at 60°C using phenyl ethyl ether in place of 4-metyl anisole. Consequently, the conversion of peracetic acid was 65.1%, the conversion of phenyl ethyl ether was 5.97% and there were produced 3.51g of hydroquinone ethyl ether and 1.49g of pyrocatechol monoethyl ether. The reactants are C(C)(=O)NNC1=CC=C(C=C1)NCC1=CC=CC=C1 (1-Acetyl-2-(4-benzylaminophenyl)hydrazine), COC1=CC=C(C=O)C=C1 (4-methoxybenzaldehyde), C(C1=CC=CC=C1)=O (benzaldehyde). Yields the product C(C)(=O)NNC1=CC=C(C=C1)NCC1=CC=C(C=C1)OC (1-Acetyl-2-[4-(4-methoxybenzyl)aminophenyl]hydrazine). RXN SMILES: [C:1]([NH:4][NH:5][C:6]1[CH:11]=[CH:10][C:9]([NH:12][CH2:13][C:14]2[CH:19]=[CH:18][CH:17]=[CH:16][CH:15]=2)=[CH:8][CH:7]=1)(=[O:3])[CH3:2].[CH3:20][O:21]C1C=CC(C=O)=CC=1.C(=O)C1C=CC=CC=1>>[C:1]([NH:4][NH:5][C:6]1[CH:11]=[CH:10][C:9]([NH:12][CH2:13][C:14]2[CH:19]=[CH:18][C:17]([O:21][CH3:20])=[CH:16][CH:15]=2)=[CH:8][CH:7]=1)(=[O:3])[CH3:2]. Procedure details: Procedures (5) and (6) above were repeated, but with 4-methoxybenzaldehyde substituted for benzaldehyde. Reactants: Br (hydrobromic acid), [N+](=O)([O-])C=1NC=C(N1)[N+](=O)[O-] (2,4-dinitroimidazole), C(O)([O-])=O.[Na+] (sodium hydrogen carbonate). Solvent: CC=1C=CC(=CC1)C (p-xylene). Product: BrC=1NC=C(N1)[N+](=O)[O-] (2-bromo-4-nitroimidazole). The yield is 47.6%. RXN SMILES: [BrH:1].[N+]([C:5]1[NH:6][CH:7]=[C:8]([N+:10]([O-:12])=[O:11])[N:9]=1)([O-])=O.C(=O)([O-])O.[Na+]>CC1C=CC(C)=CC=1>[Br:1][C:5]1[NH:6][CH:7]=[C:8]([N+:10]([O-:12])=[O:11])[N:9]=1 |f:2.3|. Procedure: 2033.5 g of 49 mass % hydrobromic acid was added dropwise to 145.6 g of 2,4-dinitroimidazole wetted with p-xylene (wetted with 12 mass % of p-xylene). The temperature of the reaction liquid was elevated to 100° C. and reacted for 5 hours. After the reaction ended, the reaction liquid was gradually neutralized with 2000 mL of a saturated sodium hydrogen carbonate aqueous solution while the solution was cooled to deposit crystals. After the crystals were filtered, the crystals were heated and diss... Reactants: O=C([O-])[O-], N#Cc1ccc(F)cc1, [K+], [K+], CN(C)C=O, O, O=Cc1cccc(O)c1. Yields the product N#Cc1ccc(Oc2cccc(C=O)c2)cc1. Reaction SMILES: [C:10](=[O:11])([O-:12])[O-:13].[F:1][c:2]1[cH:3][cH:4][c:5]([C:6]#[N:7])[cH:8][cH:9]1.[K+:14].[K+:15].[O:16]=[CH:17][N:18]([CH3:19])[CH3:20].[OH2:30].[OH:21][c:22]1[cH:23][c:24]([CH:25]=[O:26])[cH:27][cH:28][cH:29]1>>[c:2]1([O:21][c:22]2[cH:23][c:24]([CH:25]=[O:26])[cH:27][cH:28][cH:29]2)[cH:3][cH:4][c:5]([C:6]#[N:7])[cH:8][cH:9]1. Starting materials: CC[SiH](CC)CC, COC(=O)c1ccc2c(c1F)NC(c1cccc(Br)c1)C(C)(C)C2O, O=C(O)C(F)(F)F. The product is COC(=O)c1ccc2c(c1F)NC(c1cccc(Br)c1)C(C)(C)C2. Reaction SMILES: [CH2:26]([SiH:27]([CH2:28][CH3:29])[CH2:30][CH3:31])[CH3:32].[CH3:1][O:2][C:3](=[O:4])[c:5]1[cH:6][cH:7][c:8]2[c:13]([c:14]1[F:15])[NH:12][CH:11]([c:16]1[cH:17][c:18]([Br:22])[cH:19][cH:20][cH:21]1)[C:10]([CH3:23])([CH3:24])[CH:9]2[OH:25].[OH:33][C:34]([C:35]([F:36])([F:37])[F:38])=[O:39]>>[CH3:1][O:2][C:3](=[O:4])[c:5]1[cH:6][cH:7][c:8]2[c:13]([c:14]1[F:15])[NH:12][CH:11]([c:16]1[cH:17][c:18]([Br:22])[cH:19][cH:20][cH:21]1)[C:10]([CH3:23])([CH3:24])[CH2:9]2.